This data is from the Open Reaction Database (ORD), a public repository of structured organic reaction records. The task is: describe an organic reaction: reactants, conditions, products, and yield Reactants: NC1CCN(CC1)CCN1C(C=NC2=CC=C(C=C12)F)=O (1-(2-(4-aminopiperidin-1-yl)ethyl)-7-fluoroquinoxalin-2(1H)-one), S1C(=CC=C1)C1=CC(=NO1)C=O (5-(2-thienyl)-3-isoxazolecarbaldehyde), C(O)([O-])=O.[Na+] (sodium hydrogen carbonate), C(C)(=O)O[BH-](OC(C)=O)OC(C)=O.[Na+] (sodium triacetoxyborohydride). Solvent: C(C)(=O)O (acetic acid), C(Cl)(Cl)Cl (chloroform). Reaction conditions: time 1 hour. Yields the product FC1=CC=C2N=CC(N(C2=C1)CCN1CCC(CC1)NCC1=NOC(=C1)C=1SC=CC1)=O (7-fluoro-1-(2-(4-((5-(thiophen-2-yl)isoxazol-3-yl)methylamino)piperidin-1-yl)ethyl)quinoxalin-2(1H)-one). Yield: 36.5%. As a reaction SMILES: [NH2:1][CH:2]1[CH2:7][CH2:6][N:5]([CH2:8][CH2:9][N:10]2[C:19]3[C:14](=[CH:15][CH:16]=[C:17]([F:20])[CH:18]=3)[N:13]=[CH:12][C:11]2=[O:21])[CH2:4][CH2:3]1.[S:22]1[CH:26]=[CH:25][CH:24]=[C:23]1[C:27]1[O:31][N:30]=[C:29]([CH:32]=O)[CH:28]=1.C(O[BH-](OC(=O)C)OC(=O)C)(=O)C.[Na+].C(=O)([O-])O.[Na+]>C(O)(=O)C.C(Cl)(Cl)Cl>[F:20][C:17]1[CH:18]=[C:19]2[C:14]([N:13]=[CH:12][C:11](=[O:21])[N:10]2[CH2:9][CH2:8][N:5]2[CH2:4][CH2:3][CH:2]([NH:1][CH2:32][C:29]3[CH:28]=[C:27]([C:23]4[S:22][CH:26]=[CH:25][CH:24]=4)[O:31][N:30]=3)[CH2:7][CH2:6]2)=[CH:15][CH:16]=1 |f:2.3,4.5|. Reported procedure: To 10 mL of a chloroform solution containing 407 mg of 1-(2-(4-aminopiperidin-1-yl)ethyl)-7-fluoroquinoxalin-2(1H)-one and 275 mg of 5-(2-thienyl)-3-isoxazolecarbaldehyde, 80 μL of acetic acid were added, and stirred at room temperature for 1 hour. To the reaction mixture, 468 mg of sodium triacetoxyborohydride was added, and stirred overnight. Aqueous saturated sodium hydrogen carbonate solution was added, the organic layer was separated. The organic layer was washed with aqueous saturated sodi... The product is CC1CCN(c2nc(N(C)C#N)nc(Cl)c2-c2ccccc2)CC1. Reaction SMILES: [C:25](=[O:26])([O-:27])[O-:28].[CH3:31][I:32].[CH3:33][N:34]([CH3:35])[CH:36]=[O:37].[CH3:38][CH2:39][O:40][C:41](=[O:42])[CH3:43].[Cl:1][c:2]1[n:3][c:4]([NH:21][C:22]#[N:23])[n:5][c:6]([N:14]2[CH2:15][CH2:16][CH:17]([CH3:20])[CH2:18][CH2:19]2)[c:7]1-[c:8]1[cH:9][cH:10][cH:11][cH:12][cH:13]1.[K+:29].[K+:30].[OH2:24]>>[Cl:1][c:2]1[n:3][c:4]([N:21]([C:22]#[N:23])[CH3:25])[n:5][c:6]([N:14]2[CH2:15][CH2:16][CH:17]([CH3:20])[CH2:18][CH2:19]2)[c:7]1-[c:8]1[cH:9][cH:10][cH:11][cH:12][cH:13]1. Reactants: O=C([O-])[O-], CI, CN(C)C=O, CCOC(C)=O, CC1CCN(c2nc(NC#N)nc(Cl)c2-c2ccccc2)CC1, [K+], [K+], O.